This data is from the Open Reaction Database (ORD), a public repository of structured organic reaction records. The task is: describe an organic reaction: reactants, conditions, products, and yield RXN SMILES: [CH2:1]1[C:10]2[C:5](=[C:6]([NH2:11])[CH:7]=[CH:8][CH:9]=2)[CH2:4][CH2:3][NH:2]1.Cl[C:13]1[NH:22][C:21](=[O:23])[C:20]2[C:15](=[CH:16][C:17]([O:26][CH3:27])=[C:18]([O:24][CH3:25])[CH:19]=2)[N:14]=1>COC(O)C>[NH2:11][C:6]1[CH:7]=[CH:8][CH:9]=[C:10]2[C:5]=1[CH2:4][CH2:3][N:2]([C:13]1[NH:22][C:21](=[O:23])[C:20]3[C:15](=[CH:16][C:17]([O:26][CH3:27])=[C:18]([O:24][CH3:25])[CH:19]=3)[N:14]=1)[CH2:1]2. The product is NC1=C2CCN(CC2=CC=C1)C1=NC2=CC(=C(C=C2C(N1)=O)OC)OC (2-(5-amino-3,4-dihydro-1H-isoquinolin-2-yl)-6,7-dimethoxy-3H-quinazolin-4-one). Procedure: A mixture of 1,2,3,4-tetrahydro-isoquinolin-5-ylamine 24a (3.83 g, 25.84 mmol) and 2-chloro-6,7-dimethoxy-3H-quinazolin-4-one 1b (5.9 g, 24.54 mmol) in methoxyethanol (60 mL) was heated to 60° C. with stirring for 48 h. The volatiles were evaporated and the residue was purified by flash column chromatography eluting with 3% methanol in dichloromethane containing 0.3% of ammonium hydroxide to yield 4.3 g of 2-(5-amino-3,4-dihydro-1H-isoquinolin-2-yl)-6,7-dimethoxy-3H-quinazolin-4-one 110. The solvent is COC(C)O (methoxyethanol). Reactants: C1NCCC2=C(C=CC=C12)N (1,2,3,4-tetrahydro-isoquinolin-5-ylamine), ClC1=NC2=CC(=C(C=C2C(N1)=O)OC)OC (2-chloro-6,7-dimethoxy-3H-quinazolin-4-one). The yield is 49.7%. Run at temperature 60 celsius, time 48 hour.